Dataset: the Open Reaction Database (ORD), a public repository of structured organic reaction records. Task: describe an organic reaction: reactants, conditions, products, and yield The reactants are CC=1N=C(SC1C(C)(C)O)C1=CC=C(C=C1)C(F)(F)F (2-[4-methyl-2-(4-trifluoromethyl-phenyl)-thiazol-5-yl]-propan-2-ol), C(CCC)P(CCCC)CCCC (tributylphosphine), CN(C(=O)N=NC(=O)N(C)C)C (N,N,N′,N′-tetramethyl azodicarboxamide), C(C)OC(C(CC1=C(C=C(C=C1)O)C)OCC)=O ([rac]-2-ethoxy-3-(4-hydroxy-2-methyl-phenyl)-propionic acid ethyl ester). Product: C(C)OC(C(CC1=C(C=C(C=C1)OC(C)(C1=C(N=C(S1)C1=CC=C(C=C1)C(F)(F)F)C)C)C)OCC)=O ([rac]-2-ethoxy-3-(2-methyl-4-{1-methyl-1-[4-methyl-2-(4-trifluoromethyl-phenyl)-thiazol-5-yl]-ethoxy}-phenyl)-propionic acid ethyl ester). RXN SMILES: [CH2:1]([O:3][C:4](=[O:18])[CH:5]([O:15][CH2:16][CH3:17])[CH2:6][C:7]1[CH:12]=[CH:11][C:10]([OH:13])=[CH:9][C:8]=1[CH3:14])[CH3:2].[CH3:19][C:20]1[N:21]=[C:22]([C:29]2[CH:34]=[CH:33][C:32]([C:35]([F:38])([F:37])[F:36])=[CH:31][CH:30]=2)[S:23][C:24]=1[C:25](O)([CH3:27])[CH3:26].C(P(CCCC)CCCC)CCC.CN(C)C(N=NC(N(C)C)=O)=O>>[CH2:1]([O:3][C:4](=[O:18])[CH:5]([O:15][CH2:16][CH3:17])[CH2:6][C:7]1[CH:12]=[CH:11][C:10]([O:13][C:25]([CH3:27])([C:24]2[S:23][C:22]([C:29]3[CH:30]=[CH:31][C:32]([C:35]([F:37])([F:38])[F:36])=[CH:33][CH:34]=3)=[N:21][C:20]=2[CH3:19])[CH3:26])=[CH:9][C:8]=1[CH3:14])[CH3:2]. Procedure: In analogy to the procedure described in example 10 c], [rac]-2-ethoxy-3-(4-hydroxy-2-methyl-phenyl)-propionic acid ethyl ester (example 10 b]) was reacted with 2-[4-methyl-2-(4-trifluoromethyl-phenyl)-thiazol-5-yl]-propan-2-ol [PCT Int. Appl. (2002), WO 02/062774 A1] in the presence of tributylphosphine and N,N,N′,N′-tetramethyl azodicarboxamide to yield [rac]-2-ethoxy-3-(2-methyl-4-{1-methyl-1-[4-methyl-2-(4-trifluoromethyl-phenyl)-thiazol-5-yl]-ethoxy}-phenyl)-propionic acid ethyl ester as li...